From a dataset of the Open Reaction Database (ORD), a public repository of structured organic reaction records. describe an organic reaction: reactants, conditions, products, and yield Reactants: [OH-].[Na+] (NaOH), Cl (hydrochloric acid), FC1=C(C(=O)N[C@H](C(=O)OC)CCC=2N=NN(N2)CC(=O)OC)C=CC(=C1)N(C1CCC2=C1C=C1C(N(C(=NC1=C2)C)COC(C(C)(C)C)=O)=O)C (methyl (2S)-2-{o-fluoro-p-[N-methyl-N-((6RS)-2-methyl-4-oxo-3-pivaloyloxymethyl-3,4,7,8-tetrahydro-6H-cyclopenta[g]quinazolin-6-yl)amino]-benzamido}-4-(2-methoxycarbonylmethyltetrazol-5-yl)butyrate), [OH-].[Na+] (NaOH), resultant solution. Solvent: O (water), CO (methanol). Reaction conditions: time 1 hour. Yields the product FC1=C(C(=O)N[C@H](C(=O)O)CCC=2N=NN(N2)CC(=O)O)C=CC(=C1)N(C1CCC2=C1C=C1C(NC(=NC1=C2)C)=O)C ((2S)-2-{o-Fluoro-p-[N-methyl-N-((6RS)-2-methyl-4-oxo-3,4,7,8-tetrahydro-6H-cyclopenta[g]quinazolin-6-yl)amino]benzamido}-4-(2-carboxymethyltetrazol-5-yl)-butyric acid). As a reaction SMILES: [F:1][C:2]1[CH:27]=[C:26]([N:28]([CH3:52])[CH:29]2[C:33]3[CH:34]=[C:35]4[C:40](=[CH:41][C:32]=3[CH2:31][CH2:30]2)[N:39]=[C:38]([CH3:42])[N:37](COC(=O)C(C)(C)C)[C:36]4=[O:51])[CH:25]=[CH:24][C:3]=1[C:4]([NH:6][C@@H:7]([CH2:12][CH2:13][C:14]1[N:15]=[N:16][N:17]([CH2:19][C:20]([O:22]C)=[O:21])[N:18]=1)[C:8]([O:10]C)=[O:9])=[O:5].[OH-].[Na+].Cl>CO.O>[F:1][C:2]1[CH:27]=[C:26]([N:28]([CH3:52])[CH:29]2[C:33]3[CH:34]=[C:35]4[C:40](=[CH:41][C:32]=3[CH2:31][CH2:30]2)[N:39]=[C:38]([CH3:42])[NH:37][C:36]4=[O:51])[CH:25]=[CH:24][C:3]=1[C:4]([NH:6][C@@H:7]([CH2:12][CH2:13][C:14]1[N:15]=[N:16][N:17]([CH2:19][C:20]([OH:22])=[O:21])[N:18]=1)[C:8]([OH:10])=[O:9])=[O:5] |f:1.2|. Procedure: To a solution of methyl (2S)-2-{o-fluoro-p-[N-methyl-N-((6RS)-2-methyl-4-oxo-3-pivaloyloxymethyl-3,4,7,8-tetrahydro-6H-cyclopenta[g]quinazolin-6-yl)amino]-benzamido}-4-(2-methoxycarbonylmethyltetrazol-5-yl)butyrate (87 mg) in methanol (2 ml) was slowly added an aqueous solution of NaOH (1N, 0.72 ml). The resultant solution was stirred at room temperature for 4 hours then more aqueous 1N NaOH (0.36 ml) was added and stirring was continued at room temperature for 1 hour. Next the solution was dilu... Starting materials: ice water, ClC1=NC=C(C=C1C(=O)NC=1C(=NC=CC1)NCC)Br (2-chloro-N-{2-(ethylamino)-3-pyridinyl}-5-bromo-3-pyridinecarboxamide), solution, C[Si]([N-][Si](C)(C)C)(C)C.[Na+] (NaHMDS), C1CCOC1 (THF). Run in N1=CC=CC=C1 (pyridine). Run at time 10 minute. Product: BrC1=CC2=C(N(C3=C(NC2=O)C=CC=N3)CC)N=C1 (8-Bromo-5,11-dihydro-11-ethyl-6H-dipyrido[3,2-b:2′,3′-e][1,4]diazepin-6-one). The yield is 73.1%. RXN SMILES: Cl[C:2]1[C:7]([C:8]([NH:10][C:11]2[C:12]([NH:17][CH2:18][CH3:19])=[N:13][CH:14]=[CH:15][CH:16]=2)=[O:9])=[CH:6][C:5]([Br:20])=[CH:4][N:3]=1.C[Si](C)(C)[N-][Si](C)(C)C.[Na+].C1COCC1>N1C=CC=CC=1>[Br:20][C:5]1[CH:4]=[N:3][C:2]2[N:17]([CH2:18][CH3:19])[C:12]3[N:13]=[CH:14][CH:15]=[CH:16][C:11]=3[NH:10][C:8](=[O:9])[C:7]=2[CH:6]=1 |f:1.2|. Procedure: To a solution of 2-chloro-N-{2-(ethylamino)-3-pyridinyl}-5-bromo-3-pyridinecarboxamide (54.9 g, 154.4 mmol) in pyridine (308 mL) at 50° C. was added drop-wise a 1 M solution of NaHMDS (sodium hexamethyldisilazide) in THF (355 mL, 355 mmol). After 10 min, the reaction was allowed to cool to room temperature, and then was poured over ice water (2 L). The resulting solid was filtered, rinsed with water and then hexane. The solid was dried under reduced pressure to give the title compound (36 g, 75%... Starting materials: C(C)(C)(C)OC(=O)N1C[C@@H]2[C@@H](N(C=3C(=CC(=CC23)Br)C(F)(F)F)C)CC1 ((4aS,9bR)-8-bromo-5-methyl-6-trifluoromethyl-1,3,4,4a,5,9b-hexahydro-pyrido[4,3-b]indole-2-carboxylic acid tert-butyl ester), [Br-].C(C(C)C)[Zn+] (iso-butyl zinc bromide). Product: C(C(C)C)C1=CC=2[C@H]3[C@@H](N(C2C(=C1)C(F)(F)F)C)CCNC3 ((4aS,9bR)-8-isobutyl-5-methyl-6-trifluoromethyl-2,3,4,4a,5,9b-hexahydro-1H-pyrido[4,3-b]indole). Reaction SMILES: C(OC([N:8]1[CH2:26][CH2:25][C@@H:11]2[N:12]([CH3:24])[C:13]3[C:14]([C:20]([F:23])([F:22])[F:21])=[CH:15][C:16](Br)=[CH:17][C:18]=3[C@@H:10]2[CH2:9]1)=O)(C)(C)C.[Br-].[CH2:28]([Zn+])[CH:29]([CH3:31])[CH3:30]>>[CH2:28]([C:16]1[CH:15]=[C:14]([C:20]([F:22])([F:21])[F:23])[C:13]2[N:12]([CH3:24])[C@H:11]3[CH2:25][CH2:26][NH:8][CH2:9][C@H:10]3[C:18]=2[CH:17]=1)[CH:29]([CH3:31])[CH3:30] |f:1.2|. Reported procedure: The title compound was prepared by following the general coupling procedure as a colorless oil from (4aS,9bR)-8-bromo-5-methyl-6-trifluoromethyl-1,3,4,4a,5,9b-hexahydro-pyrido[4,3-b]indole-2-carboxylic acid tert-butyl ester (Example 45) and iso-butyl zinc bromide. MS (ES+): 313 (base, M+H). Starting materials: CCOC(=O)CCCCBr, CN(C)C=O, Cl, [H-], [I-], [Na+], [Na+], O, COC(=O)c1ccc(O)c(C=O)c1O. Yields the product CCOC(=O)CCCCOc1ccc(C(=O)OC)c(O)c1C=O. RXN SMILES: [Br:19][CH2:20][CH2:21][CH2:22][CH2:23][C:24](=[O:25])[O:26][CH2:27][CH3:28].[CH3:31][N:32]([CH3:33])[CH:34]=[O:35].[ClH:29].[H-:15].[I-:18].[Na+:16].[Na+:17].[OH2:30].[OH:1][c:2]1[c:3]([C:4](=[O:5])[O:6][CH3:7])[cH:8][cH:9][c:10]([OH:14])[c:11]1[CH:12]=[O:13]>>[OH:1][c:2]1[c:3]([C:4](=[O:5])[O:6][CH3:7])[cH:8][cH:9][c:10]([O:14][CH2:20][CH2:21][CH2:22][CH2:23][C:24](=[O:25])[O:26][CH2:27][CH3:28])[c:11]1[CH:12]=[O:13]. Reactants: [Br-], CC(C)(C)OC(=O)N1C(CC=O)COC1(C)C, CC[Mg+], CCOCC. The product is CCC(O)CC1COC(C)(C)N1C(=O)OC(C)(C)C. As a reaction SMILES: [Br-:18].[C:1]([CH3:2])([CH3:3])([CH3:4])[O:5][C:6](=[O:7])[N:8]1[C:9]([CH3:16])([CH3:17])[O:10][CH2:11][CH:12]1[CH2:13][CH:14]=[O:15].[CH2:19]([CH3:20])[Mg+:21].[CH3:22][CH2:23][O:24][CH2:25][CH3:26]>>[C:1]([CH3:2])([CH3:3])([CH3:4])[O:5][C:6](=[O:7])[N:8]1[C:9]([CH3:16])([CH3:17])[O:10][CH2:11][CH:12]1[CH2:13][CH:14]([OH:15])[CH2:19][CH3:20]. The reactants are CC(C)(C)OC(=O)NC(Cc1ccc2ccccc2c1)C(=O)O, CCN=C=NCCCN(C)C, CN(C)C=O, Cl, Cl, CCOC(=O)c1noc(C(N)Cc2ccccc2)n1, O, On1nnc2ccccc21. Product: CCOC(=O)c1noc(C(Cc2ccccc2)NC(=O)C(Cc2ccc3ccccc3c2)NC(=O)OC(C)(C)C)n1. As a reaction SMILES: [C:24]([CH3:25])([CH3:26])([CH3:27])[O:28][C:29](=[O:30])[NH:31][CH:32]([CH2:33][c:34]1[cH:35][c:36]2[cH:37][cH:38][cH:39][cH:40][c:41]2[cH:42][cH:43]1)[C:44](=[O:45])[OH:46].[CH3:2][N:3]([CH3:4])[CH2:5][CH2:6][CH2:7][N:8]=[C:9]=[N:10][CH2:11][CH3:12].[CH3:67][N:68]([CH3:69])[CH:70]=[O:71].[ClH:1].[ClH:47].[NH2:48][CH:49]([CH2:50][c:51]1[cH:52][cH:53][cH:54][cH:55][cH:56]1)[c:57]1[n:58][c:59]([C:62](=[O:63])[O:64][CH2:65][CH3:66])[n:60][o:61]1.[OH2:13].[OH:14][n:15]1[c:16]2[cH:17][cH:18][cH:19][cH:20][c:21]2[n:22][n:23]1>>[C:24]([CH3:25])([CH3:26])([CH3:27])[O:28][C:29](=[O:30])[NH:31][CH:32]([CH2:33][c:34]1[cH:35][c:36]2[cH:37][cH:38][cH:39][cH:40][c:41]2[cH:42][cH:43]1)[C:44](=[O:45])[NH:48][CH:49]([CH2:50][c:51]1[cH:52][cH:53][cH:54][cH:55][cH:56]1)[c:57]1[n:58][c:59]([C:62](=[O:63])[O:64][CH2:65][CH3:66])[n:60][o:61]1.